From a dataset of the Open Reaction Database (ORD), a public repository of structured organic reaction records. describe an organic reaction: reactants, conditions, products, and yield Reactants: [Br-], CCOC(=O)CCCCC[P+](c1ccccc1)(c1ccccc1)c1ccccc1, [Li]CCCC, CCCCCC, COc1cc(C=O)ccc1OCc1nc(-c2ccccc2)oc1C, C1CCOC1, O. The product is CCOC(=O)CCCCCCc1ccc(OCc2nc(-c3ccccc3)oc2C)c(OC)c1. As a reaction SMILES: [Br-:1].[CH2:2]([CH3:3])[O:4][C:5](=[O:6])[CH2:7][CH2:8][CH2:9][CH2:10][CH2:11][P+:12]([c:13]1[cH:14][cH:15][cH:16][cH:17][cH:18]1)([c:19]1[cH:20][cH:21][cH:22][cH:23][cH:24]1)[c:25]1[cH:26][cH:27][cH:28][cH:29][cH:30]1.[CH2:37]([Li:38])[CH2:39][CH2:40][CH3:41].[CH3:31][CH2:32][CH2:33][CH2:34][CH2:35][CH3:36].[CH3:42][O:43][c:44]1[cH:45][c:46]([CH:47]=[O:48])[cH:49][cH:50][c:51]1[O:52][CH2:53][c:54]1[n:55][c:56](-[c:60]2[cH:61][cH:62][cH:63][cH:64][cH:65]2)[o:57][c:58]1[CH3:59].[O:66]1[CH2:67][CH2:68][CH2:69][CH2:70]1.[OH2:71]>>[CH2:2]([CH3:3])[O:4][C:5](=[O:6])[CH2:7][CH2:8][CH2:9][CH2:10][CH2:11][CH2:31][c:46]1[cH:45][c:44]([O:43][CH3:42])[c:51]([O:52][CH2:53][c:54]2[n:55][c:56](-[c:60]3[cH:61][cH:62][cH:63][cH:64][cH:65]3)[o:57][c:58]2[CH3:59])[cH:50][cH:49]1. Reactants: COC(C1=C(N=C(C=C1)OC)Cl)=O (2-Chloro-6-methoxy-nicotinic acid methyl ester), C1(CCCC1)S (cyclopen-tanethiol). The product is COC(C1=C(N=C(C=C1)OC)SC1CCCC1)=O (2-cyclopentylsulfanyl-6-methoxy-nicotinic acid methyl ester). Yield: 77.0%. As a reaction SMILES: [CH3:1][O:2][C:3](=[O:13])[C:4]1[CH:9]=[CH:8][C:7]([O:10][CH3:11])=[N:6][C:5]=1Cl.[CH:14]1([SH:19])[CH2:18][CH2:17][CH2:16][CH2:15]1>>[CH3:1][O:2][C:3](=[O:13])[C:4]1[CH:9]=[CH:8][C:7]([O:10][CH3:11])=[N:6][C:5]=1[S:19][CH:14]1[CH2:18][CH2:17][CH2:16][CH2:15]1. Procedure details: 2-Chloro-6-methoxy-nicotinic acid methyl ester (54 mg, 0.26 mmol) and cyclopen-tanethiol were reacted in the same manner as in Step A of Preparation Example 16 to obtain the title compound (55 mg, 77%). Starting materials: BrC=1C(=C2C=C(NC2=CC1)C(=O)O)C (5-bromo-4-methyl-1H-indole-2-carboxylic acid), cuprous cyanide, N1=CC=CC2=CC=CC=C12 (quinoline). Conditions: temperature 230 celsius. The product is CC1=C2C=CNC2=CC=C1C#N (4-methyl-1H-indole-5-carbonitrile). Reaction SMILES: Br[C:2]1[C:3]([CH3:14])=[C:4]2[C:8](=[CH:9][CH:10]=1)[NH:7][C:6](C(O)=O)=[CH:5]2.[N:15]1C2C(=CC=CC=2)C=C[CH:16]=1>>[CH3:14][C:3]1[C:2]([C:16]#[N:15])=[CH:10][CH:9]=[C:8]2[C:4]=1[CH:5]=[CH:6][NH:7]2. Reported procedure: 4.71 g (18.5 mmol) of 5-bromo-4-methyl-1H-indole-2-carboxylic acid and 5.03 g (56.2 mmol) of cuprous cyanide were dissolved in 35 ml of quinoline and the solution heated at 230° C. for 90 minutes. The reaction mixture was then cooled down to ambient temperature and poured onto crashed ice. The pH was adjusted to pH 2-3 and the mixture subsequently extracted 3 times with ether. The combined organic phases were washed with water, dried over magnesium sulfate and evaporated to give a crude product ... The reactants are COC(CC=1C(=C2C=CC=NC2=CC1F)F)=O ((5,7-difluoro-quinolin-6-yl)-acetic acid methyl ester), O.NN (hydrazine monohydrate). Run in C(C)O (ethanol). Reaction conditions: temperature 30 celsius, time 24 hour. Product: FC1=C2C=CC=NC2=CC(=C1CC(=O)NN)F ((5,7-Difluoro-quinolin-6-yl)-acetic acid hydrazide). RXN SMILES: C[O:2][C:3](=O)[CH2:4][C:5]1[C:6]([F:16])=[C:7]2[C:12](=[CH:13][C:14]=1[F:15])[N:11]=[CH:10][CH:9]=[CH:8]2.O.[NH2:19][NH2:20]>C(O)C>[F:16][C:6]1[C:5]([CH2:4][C:3]([NH:19][NH2:20])=[O:2])=[C:14]([F:15])[CH:13]=[C:12]2[C:7]=1[CH:8]=[CH:9][CH:10]=[N:11]2 |f:1.2|. Reported procedure: To a solution of (5,7-difluoro-quinolin-6-yl)-acetic acid methyl ester (1.023 g, 4.32 mmol) in ethanol (15 mL) was added hydrazine monohydrate (2 mL) and the mixture was stirred at 30° C. for 24 h. The solvent was removed in vacuo to afford 1.024 g of the title compound as white solid, which was used without further purification. 1H-NMR (400 MHz, DMSO-d6) δ ppm 9.33 (s, 1H), 8.97 (d, 1H), 8.46 (d, 1H), 7.67 (d, 1H), 7.61 (dd, 1H), 4.27 (s, 2H). LCMS (method B): [MH]+=238, tR=3.24 min. (5,7-diflu... The reactants are CO, C=C(C)c1ccc(-c2cc(C(C)C)c(F)cc2OC)c(CN2C(=O)OC(c3cc(C(F)(F)F)cc(C(F)(F)F)c3)C2C)c1. Product: COc1cc(F)c(C(C)C)cc1-c1ccc(C(C)C)cc1CN1C(=O)OC(c2cc(C(F)(F)F)cc(C(F)(F)F)c2)C1C. RXN SMILES: [CH3:44][OH:45].[F:1][C:2]([c:3]1[cH:4][c:5]([CH:13]2[CH:14]([CH3:41])[N:15]([CH2:19][c:20]3[c:21](-[c:29]4[c:30]([O:39][CH3:40])[cH:31][c:32]([F:38])[c:33]([CH:35]([CH3:36])[CH3:37])[cH:34]4)[cH:22][cH:23][c:24]([C:26](=[CH2:27])[CH3:28])[cH:25]3)[C:16](=[O:18])[O:17]2)[cH:6][c:7]([C:9]([F:10])([F:11])[F:12])[cH:8]1)([F:42])[F:43]>>[F:1][C:2]([c:3]1[cH:4][c:5]([CH:13]2[CH:14]([CH3:41])[N:15]([CH2:19][c:20]3[c:21](-[c:29]4[c:30]([O:39][CH3:40])[cH:31][c:32]([F:38])[c:33]([CH:35]([CH3:36])[CH3:37])[cH:34]4)[cH:22][cH:23][c:24]([CH:26]([CH3:27])[CH3:28])[cH:25]3)[C:16](=[O:18])[O:17]2)[cH:6][c:7]([C:9]([F:10])([F:11])[F:12])[cH:8]1)([F:42])[F:43]. Reactants: Cl.C(C)OC(=O)[C@H]1NCCOC1 ((3S)-3-ethoxycarbonylmorpholine hydrochloride), C(C#C)Br (propargyl bromide), C([O-])([O-])=O.[K+].[K+] (potassium carbonate). The solvent is CN(C=O)C (N,N-dimethylformamide). Reaction conditions: time 1 hour. The product is C(C)OC(=O)[C@H]1N(CCOC1)CC#C ((3S)-3-ethoxycarbonyl-4-(2-propynyl)morpholine). As a reaction SMILES: Cl.[CH2:2]([O:4][C:5]([C@@H:7]1[CH2:12][O:11][CH2:10][CH2:9][NH:8]1)=[O:6])[CH3:3].[CH2:13](Br)[C:14]#[CH:15].C(=O)([O-])[O-].[K+].[K+]>CN(C)C=O>[CH2:2]([O:4][C:5]([C@@H:7]1[CH2:12][O:11][CH2:10][CH2:9][N:8]1[CH2:15][C:14]#[CH:13])=[O:6])[CH3:3] |f:0.1,3.4.5|. Procedure: A mixture of (3S)-3-ethoxycarbonylmorpholine hydrochloride (0.3 g), propargyl bromide (0.34 ml) and potassium carbonate (0.91 g) in N,N-dimethylformamide (10 ml) was stirred at room temperature for 1 hour and then the solvent was removed under reduced pressure. Ethyl acetate and sodium hydrogen carbonate solution were added to the residue and the organic layer was separated, dried over magnesium sulfate, and evaporated in vacuo. The residue was purified by column chromatography on silica gel wit...